Dataset: the Open Reaction Database (ORD), a public repository of structured organic reaction records. Task: describe an organic reaction: reactants, conditions, products, and yield Reactants: COCN(c1cc(C)cnc1C(=O)c1ccccc1Cl)S(=O)(=O)c1ccc(Cl)c(C(F)(F)F)c1, Cl, C1COCCO1, O. Product: Cc1cnc(C(=O)c2ccccc2Cl)c(NS(=O)(=O)c2ccc(Cl)c(C(F)(F)F)c2)c1. RXN SMILES: [Cl:1][c:2]1[c:3]([C:31]([F:32])([F:33])[F:34])[cH:4][c:5]([S:8](=[O:9])(=[O:10])[N:11]([CH2:12][O:13][CH3:14])[c:15]2[c:16]([C:22]([c:23]3[c:24]([Cl:29])[cH:25][cH:26][cH:27][cH:28]3)=[O:30])[n:17][cH:18][c:19]([CH3:21])[cH:20]2)[cH:6][cH:7]1.[ClH:36].[O:37]1[CH2:38][CH2:39][O:40][CH2:41][CH2:42]1.[OH2:35]>>[Cl:1][c:2]1[c:3]([C:31]([F:32])([F:33])[F:34])[cH:4][c:5]([S:8](=[O:9])(=[O:10])[NH:11][c:15]2[c:16]([C:22]([c:23]3[c:24]([Cl:29])[cH:25][cH:26][cH:27][cH:28]3)=[O:30])[n:17][cH:18][c:19]([CH3:21])[cH:20]2)[cH:6][cH:7]1. Starting materials: Cc1cc2ncc(Br)cn2n1, C#Cc1ccccc1F. The product is Cc1cc2ncc(C#Cc3ccccc3F)cn2n1. As a reaction SMILES: [Br:1][c:2]1[cH:3][n:4][c:5]2[n:6]([cH:7]1)[n:8][c:9]([CH3:11])[cH:10]2.[C:12](#[CH:13])[c:14]1[c:15]([F:20])[cH:16][cH:17][cH:18][cH:19]1>>[c:2]1([C:13]#[C:12][c:14]2[c:15]([F:20])[cH:16][cH:17][cH:18][cH:19]2)[cH:3][n:4][c:5]2[n:6]([cH:7]1)[n:8][c:9]([CH3:11])[cH:10]2. Starting materials: CNC(C1=C(N=CC=C1)C)=O (2-methylnicotinic acid N-methylamide), C(C)(C)[N-]C(C)C.[Li+] (lithium diisopropylamide), CN(C=1C=C(C(=O)OCC)C=CC1)C (ethyl 3-dimethylaminobenzoate), C(CCC)[Li] (n-butyl lithium), CCCCCC (hexane), C(C)(C)NC(C)C (diisopropylamine), CNC(C1=C(N=CC=C1)C)=O (2-methylnicotinic acid N-methylamide). The solvent is O1CCCC1 (tetrahydrofuran), O1CCCC1 (tetrahydrofuran), O1CCCC1 (tetrahydrofuran). Conditions: time 2 hour. Yields the product CNC(C1=C(N=CC=C1)CC(C1=CC(=CC=C1)N(C)C)=O)=O (2-(3'-Dimethylaminobenzoylmethyl)nicotinic acid N-methylamide). Reaction SMILES: C([Li])CCC.CCCCCC.C(NC(C)C)(C)C.C([N-]C(C)C)(C)C.[Li+].[CH3:27][NH:28][C:29](=[O:37])[C:30]1[CH:35]=[CH:34][CH:33]=[N:32][C:31]=1[CH3:36].[CH3:38][N:39]([CH3:51])[C:40]1[CH:41]=[C:42]([CH:48]=[CH:49][CH:50]=1)[C:43](OCC)=[O:44]>O1CCCC1>[CH3:27][NH:28][C:29](=[O:37])[C:30]1[CH:35]=[CH:34][CH:33]=[N:32][C:31]=1[CH2:36][C:43](=[O:44])[C:42]1[CH:48]=[CH:49][CH:50]=[C:40]([N:39]([CH3:38])[CH3:51])[CH:41]=1 |f:3.4|. Procedure details: 263 ml. of 1.6 M.n-butyl lithium in hexane (420 mmol.) were slowly added to a solution of 58.7 ml. (420 mmol.) of diisopropylamine in 200 ml. of dry tetrahydrofuran stirred at -10° C. under nitrogen. To the resulting solution of lithium diisopropylamide, a solution of 30 g. (200 mmol.) of 2-methylnicotinic acid N-methylamide (Compound XII) in 200 ml. of dry tetrahydrofuran was slowly added at -20°--30° C. The resulting red reaction mixture was stirred under nitrogen at -20°--30° C. for an additi... Reactants: CC1=NC=2CCC3=C(C2C(N1)=O)C=C(C=C3)S(=O)(=O)Cl (1,2,5,6-Tetrahydro-3-methyl-1-oxobenzo[f]quinazolin-9-sulfonylchloride), [N+](=O)([O-])C1=CC=C(N)C=C1 (p-nitroaniline). Run in N1=CC=CC=C1 (pyridine). Run at time 48 hour. Yields the product CC1=NC=2CCC3=C(C2C(N1)=O)C=C(C=C3)S(=O)(=O)NC3=CC=C(C=C3)[N+](=O)[O-] (1,2,5,6-tetrahydro-3-methyl-4′-nitro-1-oxobenzo[f]quinazoline-9-sulfonanilide). Reaction SMILES: [CH3:1][C:2]1[NH:11][C:10](=[O:12])[C:9]2[C:8]3[CH:13]=[C:14]([S:17](Cl)(=[O:19])=[O:18])[CH:15]=[CH:16][C:7]=3[CH2:6][CH2:5][C:4]=2[N:3]=1.[N+:21]([C:24]1[CH:30]=[CH:29][C:27]([NH2:28])=[CH:26][CH:25]=1)([O-:23])=[O:22]>N1C=CC=CC=1>[CH3:1][C:2]1[NH:11][C:10](=[O:12])[C:9]2[C:8]3[CH:13]=[C:14]([S:17]([NH:28][C:27]4[CH:29]=[CH:30][C:24]([N+:21]([O-:23])=[O:22])=[CH:25][CH:26]=4)(=[O:19])=[O:18])[CH:15]=[CH:16][C:7]=3[CH2:6][CH2:5][C:4]=2[N:3]=1. Procedure details: 1,2,5,6-Tetrahydro-3-methyl-1-oxobenzo[f]quinazolin-9-sulfonylchloride (0.53 g, 1.7 mole) and p-nitroaniline (0.25 9, 1.8 mmole) (Eastman) were dissolved in pyridine (5 ml) and the reaction mixture stirred at room temperature for 48 hours. The pyridine was removed in vacuo, and the residue washed with water. The dried solid was subjected to chromatography on silica (80 g), eluting with methanol-methylene chloride(1:19). Fractions containing product were evaporated to dryness, the residue sonicat... Starting materials: COC(=O)C1=C(C2=C(N=CN=C2NC2=C(C=C(C=C2)F)OCC2CCOCC2)S1)C (Methyl-4-(4-fluoro-2-((tetrahydro-2-H-pyran-4-yl)methoxy)phenylamino)-5-methylthieno[2,3-d]pyrimidine-6-carboxylate), [OH-].[Na+] (NaOH). Solvent: C(C)O (ethanol), ClCCl (dichloromethane), Cl (HCl). Run at time 8 hour. Yields the product FC1=CC(=C(C=C1)NC=1C2=C(N=CN1)SC(=C2C)C(=O)O)OCC2CCOCC2 (4-(4-Fluoro-2-((tetrahydro-2-H-pyran-4-yl)methoxy)phenylamino)-5-methyl-thieno[2,3-d]pyrimidine-6-carboxylic acid). As a reaction SMILES: C[O:2][C:3]([C:5]1[S:29][C:8]2[N:9]=[CH:10][N:11]=[C:12]([NH:13][C:14]3[CH:19]=[CH:18][C:17]([F:20])=[CH:16][C:15]=3[O:21][CH2:22][CH:23]3[CH2:28][CH2:27][O:26][CH2:25][CH2:24]3)[C:7]=2[C:6]=1[CH3:30])=[O:4].[OH-].[Na+]>C(O)C.ClCCl.Cl>[F:20][C:17]1[CH:18]=[CH:19][C:14]([NH:13][C:12]2[C:7]3[C:6]([CH3:30])=[C:5]([C:3]([OH:4])=[O:2])[S:29][C:8]=3[N:9]=[CH:10][N:11]=2)=[C:15]([O:21][CH2:22][CH:23]2[CH2:28][CH2:27][O:26][CH2:25][CH2:24]2)[CH:16]=1 |f:1.2|. Procedure: Methyl-4-(4-fluoro-2-((tetrahydro-2-H-pyran-4-yl)methoxy)phenylamino)-5-methylthieno[2,3-d]pyrimidine-6-carboxylate (82 mg) and NaOH (2M; 0.5 ml) was dissolved in ethanol (2 ml). The reaction was stirred at room temperature overnight. Then the reaction mixture was diluted with dichloromethane and HCl (2M). The suspension was filtered, washed with brine and ether. The residue was dried in vacuo over P2O5. The reactants are FC(C(=O)O)(F)F.C(C)S(=O)(=O)N1CCC(CC1)C1=CNC2=C(C=C(C=C12)C1=C(C=CC(=C1)CNC)F)C(=O)N (3-[1-(ethylsulfonyl)-4-piperidinyl]-5-{2-fluoro-5-[(methylamino)methyl]phenyl}-1H-indole-7-carboxamide trifluoroacetate), CN (methanamine). The product is FC(C(=O)O)(F)F.C(C)S(=O)(=O)N1CCC(CC1)C1=CNC2=C(C=C(C=C12)C1=C(C=CC(=C1)CN1CCOCC1)F)C(=O)N (3-[1-(ethylsulfonyl)-4-piperidinyl]-5-[2-fluoro-5-(4-morpholinylmethyl)phenyl]-1H-indole-7-carboxamide trifluoroacetate). Isolated yield 64.3%. Reaction SMILES: [F:1][C:2]([F:7])([F:6])[C:3]([OH:5])=[O:4].[CH2:8]([S:10]([N:13]1[CH2:18][CH2:17][CH:16]([C:19]2[C:27]3[C:22](=[C:23]([C:38]([NH2:40])=[O:39])[CH:24]=[C:25]([C:28]4[CH:33]=[C:32]([CH2:34][NH:35][CH3:36])[CH:31]=[CH:30][C:29]=4[F:37])[CH:26]=3)[NH:21][CH:20]=2)[CH2:15][CH2:14]1)(=[O:12])=[O:11])[CH3:9].[CH3:41]N>>[F:1][C:2]([F:7])([F:6])[C:3]([OH:5])=[O:4].[CH2:8]([S:10]([N:13]1[CH2:18][CH2:17][CH:16]([C:19]2[C:27]3[C:22](=[C:23]([C:38]([NH2:40])=[O:39])[CH:24]=[C:25]([C:28]4[CH:33]=[C:32]([CH2:34][N:35]5[CH2:2][CH2:3][O:5][CH2:41][CH2:36]5)[CH:31]=[CH:30][C:29]=4[F:37])[CH:26]=3)[NH:21][CH:20]=2)[CH2:15][CH2:14]1)(=[O:11])=[O:12])[CH3:9] |f:0.1,3.4|. Reported procedure: The title compound was prepared according to the general procedure of 3-[1-(ethylsulfonyl)-4-piperidinyl]-5-{2-fluoro-5-[(methylamino)methyl]phenyl}-1H-indole-7-carboxamide trifluoroacetate, substituting morpholine (45 μL, 0.524 mmol) for methanamine to afford 15 mg of the title compound (64.3%) Reactants: resultant mixture, NC1CN(CCC1)CC1=CC=CC=C1 (3-amino-1-benzylpiperidine), C(O)([O-])=O.[Na+] (sodium hydrogen carbonate), ClC=1C=C(C2=C(N(C(C(O2)C)=O)C)C1)C(=O)O (6-chloro-3,4-dihydro-2,4-dimethyl-3-oxo-2H-1,4-benzoxazine-8-carboxylic acid), C(OCC(C)C)(=O)Cl (isobutyl chlorocarbonate), CN1CCOCC1 (N-methylmorpholine). Run in C(C)(=O)OCC (ethyl acetate), O1CCCC1 (tetrahydrofuran). The product is Cl.C(C1=CC=CC=C1)N1CCC(CC1)NC(=O)C1=CC(=CC=2N(C(C(OC21)C)=O)C)Cl (N-(1-benzyl-4-piperidyl)-6-chloro-3,4-dihydro-2,4-dimethyl- 3-oxo-2H-1,4-benzoxazine-8-carboxamide hydrochloride). Reaction SMILES: [Cl:1][C:2]1[CH:3]=[C:4]([C:15]([OH:17])=O)[C:5]2[O:10][CH:9]([CH3:11])[C:8](=[O:12])[N:7]([CH3:13])[C:6]=2[CH:14]=1.C[N:19]1CCOCC1.C(Cl)(=O)OCC(C)C.N[CH:34]1[CH2:39][CH2:38][CH2:37][N:36]([CH2:40][C:41]2[CH:46]=[CH:45][CH:44]=[CH:43][CH:42]=2)[CH2:35]1.C(=O)([O-])O.[Na+]>O1CCCC1.C(OCC)(=O)C>[ClH:1].[CH2:40]([N:36]1[CH2:37][CH2:38][CH:39]([NH:19][C:15]([C:4]2[C:5]3[O:10][CH:9]([CH3:11])[C:8](=[O:12])[N:7]([CH3:13])[C:6]=3[CH:14]=[C:2]([Cl:1])[CH:3]=2)=[O:17])[CH2:34][CH2:35]1)[C:41]1[CH:46]=[CH:45][CH:44]=[CH:43][CH:42]=1 |f:4.5,8.9|. Reported procedure: A solution of 4.0 g of 6-chloro-3,4-dihydro-2,4-dimethyl-3-oxo-2H-1,4-benzoxazine-8-carboxylic acid in 80 ml of tetrahydrofuran is cooled to below 0° C. and 3.17 g of N-methylmorpholine is added under stirring thereto. Further, 2.35 g of isobutyl chlorocarbonate is added and the mixture is stirred at the same temperature for an hour. To the resultant mixture is added 3.28 g of 3-amino-1-benzylpiperidine and the mixture stirred for 4 hours. After completion of the reaction, aqueous sodium hydroge... Reactants: CCCNC1CCc2cccc(OC)c2C1, CC#N, O=C1c2ccccc2S(=O)(=O)N1CCCI, [Na+], [Na+], O=C([O-])[O-]. Yields the product CCCN(CCCN1C(=O)c2ccccc2S1(=O)=O)C1CCc2cccc(OC)c2C1. RXN SMILES: [CH3:1][O:2][c:3]1[cH:4][cH:5][cH:6][c:7]2[c:12]1[CH2:11][CH:10]([NH:13][CH2:14][CH2:15][CH3:16])[CH2:9][CH2:8]2.[CH3:39][C:40]#[N:41].[I:17][CH2:18][CH2:19][CH2:20][N:21]1[S:22](=[O:31])(=[O:32])[c:23]2[c:24]([cH:27][cH:28][cH:29][cH:30]2)[C:25]1=[O:26].[Na+:33].[Na+:34].[O-:35][C:36](=[O:37])[O-:38]>>[CH3:1][O:2][c:3]1[cH:4][cH:5][cH:6][c:7]2[c:12]1[CH2:11][CH:10]([N:13]([CH2:14][CH2:15][CH3:16])[CH2:18][CH2:19][CH2:20][N:21]1[S:22](=[O:31])(=[O:32])[c:23]3[c:24]([cH:27][cH:28][cH:29][cH:30]3)[C:25]1=[O:26])[CH2:9][CH2:8]2.